This data is from the Open Reaction Database (ORD), a public repository of structured organic reaction records. The task is: describe an organic reaction: reactants, conditions, products, and yield Reactants: O=O (oxygen), diethyl cinnamate, CC(C)O (2-propanol), ON1C(C=2C(C1=O)=CC=CC2)=O (N-hydroxyphthalimide), OC1C(=O)OC(C1C1=CC=CC=C1)(C)C (α-hydroxy-β-phenyl-γ,γ-dimethyl-γ-butyrolactone). The reagents and catalysts are C(C)(=O)[O-].[Co+2].C(C)(=O)[O-] (cobalt(II) acetate). Solvent: C(C)#N (acetonitrile). Yields the product OC(C(=O)OCC)C(C(C)(C)O)C1=CC=CC=C1 (ethyl 2,4-dihydroxy-4-methyl-3-phenylpentanoate). Reaction SMILES: [CH3:1][CH:2]([OH:4])C.ON1C(=O)C2=CC=CC=C2C1=O.O=O.[OH:19][CH:20]1[CH:25]([C:26]2[CH:31]=[CH:30][CH:29]=[CH:28][CH:27]=2)[C:24]([CH3:33])([CH3:32])[O:23][C:21]1=[O:22]>C([O-])(=O)C.[Co+2].C([O-])(=O)C.C(#N)C>[OH:19][CH:20]([CH:25]([C:26]1[CH:31]=[CH:30][CH:29]=[CH:28][CH:27]=1)[C:24]([OH:23])([CH3:33])[CH3:32])[C:21]([O:4][CH2:2][CH3:1])=[O:22] |f:4.5.6|. Procedure details: A mixture of 3 mmol of diethyl cinnamate, 3 ml of 2-propanol, 0.6 mmol of N-hydroxyphthalimide, 0.015 mmol of cobalt(II) acetate, 0.03 mmol of acetylacetonatocobalt(III), and 1 ml of acetonitrile was stirred at 70° C. in an oxygen atmosphere (1 atm) for 12 hours. A gas chromatographic analysis of products in a reaction mixture revealed that α-hydroxy-β-phenyl-γ,γ-dimethyl-γ-butyrolactone and ethyl 2,4-dihydroxy-4-methyl-3-phenylpentanoate were formed in yields of 18% and 24%, respectively. The c... Product: C1(CCCCC1)OC(=O)OC(C)OC(=O)C=1C=2C=C(N(C2C=CC1)CC1=NOC(=C1)C=1SC(=CC1)Cl)C(NC1CCN(CC1)C(C)C)=O (1-[5-(5-Chloro-thiophen-2-yl)-isoxazol-3-ylmethyl]-2-(1-isopropyl-piperidin-4-ylcarbamoyl)-1H-indole-4-carboxylic acid 1-cyclohexyloxycarbonyloxy-ethyl ester). Reactants: ClC1=CC=C(S1)C1=CC(=NO1)CN1C(=CC=2C(=CC=CC12)C(=O)O)C(NC1CCN(CC1)C(C)C)=O (1-[5-(5-Chloro-thiophen-2-yl)-isoxazol-3-ylmethyl]-2-(1-isopropyl-piperidin-4-ylcarbamoyl)-1H-indole-4-carboxylic acid), C(OC1CCCCC1)(OC(C)Cl)=O (cyclohexyl 1-chloroethyl carbonate). As a reaction SMILES: [Cl:1][C:2]1[S:6][C:5]([C:7]2[O:11][N:10]=[C:9]([CH2:12][N:13]3[C:21]4[CH:20]=[CH:19][CH:18]=[C:17]([C:22]([OH:24])=[O:23])[C:16]=4[CH:15]=[C:14]3[C:25](=[O:36])[NH:26][CH:27]3[CH2:32][CH2:31][N:30]([CH:33]([CH3:35])[CH3:34])[CH2:29][CH2:28]3)[CH:8]=2)=[CH:4][CH:3]=1.[C:37](=[O:49])([O:45][CH:46](Cl)[CH3:47])[O:38][CH:39]1[CH2:44][CH2:43][CH2:42][CH2:41][CH2:40]1>>[CH:39]1([O:38][C:37]([O:45][CH:46]([O:23][C:22]([C:17]2[C:16]3[CH:15]=[C:14]([C:25](=[O:36])[NH:26][CH:27]4[CH2:32][CH2:31][N:30]([CH:33]([CH3:34])[CH3:35])[CH2:29][CH2:28]4)[N:13]([CH2:12][C:9]4[CH:8]=[C:7]([C:5]5[S:6][C:2]([Cl:1])=[CH:3][CH:4]=5)[O:11][N:10]=4)[C:21]=3[CH:20]=[CH:19][CH:18]=2)=[O:24])[CH3:47])=[O:49])[CH2:44][CH2:43][CH2:42][CH2:41][CH2:40]1. Procedure details: can be prepared from 1-[5-(5-Chloro-thiophen-2-yl)-isoxazol-3-ylmethyl]-2-(1-isopropyl-piperidin-4-ylcarbamoyl)-1H-indole-4-carboxylic acid and cyclohexyl 1-chloroethyl carbonate by the procedure described by K. Kubo et al., J. Med. Chem. 1993, 36, 2343-2349. Reactants: FC=1C=C(C=CC1C=1C=NC(=CC1)OC1CN2C(OC1)=NC(=C2)[N+](=O)[O-])N2C(OC(C2)COP(OC(C)(C)C)(OC(C)(C)C)=O)=O (Phosphoric acid di-tert-butyl ester 3-{3-fluoro-4-[6-(2-nitro-6,7-dihydro-5H-imidazo[2,1-b][1,3]oxazin-6-yloxy)-pyridin-3-yl]-phenyl}-2-oxo-oxazolidin-5-ylmethyl ester), C(=O)(C(F)(F)F)O.C(Cl)Cl (TFA CH2Cl2). Reaction conditions: time 1 hour. Yields the product FC=1C=C(C=CC1C=1C=NC(=CC1)OC1CN2C(OC1)=NC(=C2)[N+](=O)[O-])N2C(OC(C2)COP(O)(O)=O)=O (Phosphoric acid mono-(3-{3-fluoro-4-[6-(2-nitro-6,7-dihydro-5H-imidazo[2,1-b][1,3]oxazin-6-yloxy)-pyridin-3-yl]-phenyl}-2-oxo-oxazolidin-5-ylmethyl) ester). Yield: 74.1%. RXN SMILES: [F:1][C:2]1[CH:3]=[C:4]([N:27]2[CH2:31][CH:30]([CH2:32][O:33][P:34](=[O:45])([O:40]C(C)(C)C)[O:35]C(C)(C)C)[O:29][C:28]2=[O:46])[CH:5]=[CH:6][C:7]=1[C:8]1[CH:9]=[N:10][C:11]([O:14][CH:15]2[CH2:20][O:19][C:18]3=[N:21][C:22]([N+:24]([O-:26])=[O:25])=[CH:23][N:17]3[CH2:16]2)=[CH:12][CH:13]=1.C(O)(C(F)(F)F)=O.C(Cl)Cl>>[F:1][C:2]1[CH:3]=[C:4]([N:27]2[CH2:31][CH:30]([CH2:32][O:33][P:34](=[O:35])([OH:45])[OH:40])[O:29][C:28]2=[O:46])[CH:5]=[CH:6][C:7]=1[C:8]1[CH:9]=[N:10][C:11]([O:14][CH:15]2[CH2:20][O:19][C:18]3=[N:21][C:22]([N+:24]([O-:26])=[O:25])=[CH:23][N:17]3[CH2:16]2)=[CH:12][CH:13]=1 |f:1.2|. Reported procedure: Phosphoric acid mono-(3-{3-fluoro-4-[6-(2-nitro-6,7-dihydro-5H-imidazo[2,1-b][1,3]oxazin-6-yloxy)-pyridin-3-yl]-phenyl}-2-oxo-oxazolidin-5-ylmethyl) ester was prepared according to the scheme shown in FIG. 17. Phosphoric acid di-tert-butyl ester 3-{3-fluoro-4-[6-(2-nitro-6,7-dihydro-5H-imidazo[2,1-b][1,3]oxazin-6-yloxy)-pyridin-3-yl]-phenyl}-2-oxo-oxazolidin-5-ylmethyl ester (13 mg) was dissolved with 1 mL TFA/CH2Cl2 (v/v, ½). The resulting solution was stirred at room temperature for 1 hour bef... The reactants are CN1C=C(C=CC1=O)C1=CC=C(C=C1)N1C(O[C@H](C1)CNC(C)=O)=O (N-({(5S)-3-[4-(1-methyl-6-oxo-1,6-dihydropyridin-3-yl)phenyl]-2-oxo-1,3-oxazolidin-5-yl}methyl)acetamide). Reagents/catalysts: [Pd] (palladium on activated charcoal). Solvent: CO (MeOH). Conditions: time 16 hour. The product is CN1CC(CCC1=O)C1=CC=C(C=C1)N1C(O[C@H](C1)CNC(C)=O)=O (N-({(5S)-3-[4-(1-methyl-6-oxopiperidin-3-yl)phenyl]-2-oxo-1,3-oxazolidin-5-yl}methyl)acetamide). The yield is 97.4%. As a reaction SMILES: [CH3:1][N:2]1[C:7](=[O:8])[CH:6]=[CH:5][C:4]([C:9]2[CH:14]=[CH:13][C:12]([N:15]3[CH2:19][C@H:18]([CH2:20][NH:21][C:22](=[O:24])[CH3:23])[O:17][C:16]3=[O:25])=[CH:11][CH:10]=2)=[CH:3]1>CO.[Pd]>[CH3:1][N:2]1[C:7](=[O:8])[CH2:6][CH2:5][CH:4]([C:9]2[CH:10]=[CH:11][C:12]([N:15]3[CH2:19][C@H:18]([CH2:20][NH:21][C:22](=[O:24])[CH3:23])[O:17][C:16]3=[O:25])=[CH:13][CH:14]=2)[CH2:3]1. Procedure: To a mixture of N-({(5S)-3-[4-(1-methyl-6-oxo-1,6-dihydropyridin-3-yl)phenyl]-2-oxo-1,3-oxazolidin-5-yl}methyl)acetamide (0.179 g. 0.52 mmol) in 20 mL of MeOH is added 0.05 g of 10% palladium on activated charcoal. The mixture is hydrogenated at 50 psi for 16 hours. The reaction mixture is filtered through celite, silica is added and the mixture is concentrated to dryness. The residue is loaded onto a SIM and purified on a Biotage 12S column with 2% MeOH in CH2Cl2 to yield the desired compound (... Starting materials: CC(=O)O, C1CCOC1, COC(=O)c1cccc(-c2cc(C(C)(C)S(C)(=O)=O)cc3cccnc23)c1, [Li+], [OH-], O. Yields the product CC(C)(c1cc(-c2cccc(C(=O)O)c2)c2ncccc2c1)S(C)(=O)=O. Reaction SMILES: [C:30]([OH:31])(=[O:32])[CH3:33].[CH2:34]1[O:35][CH2:36][CH2:37][CH2:38]1.[CH3:1][C:2]([CH3:3])([S:4](=[O:5])(=[O:6])[CH3:7])[c:8]1[cH:9][c:10]2[cH:11][cH:12][cH:13][n:14][c:15]2[c:16](-[c:18]2[cH:19][c:20]([C:21](=[O:22])[O:23][CH3:24])[cH:25][cH:26][cH:27]2)[cH:17]1.[Li+:29].[OH-:28].[OH2:39]>>[CH3:1][C:2]([CH3:3])([S:4](=[O:5])(=[O:6])[CH3:7])[c:8]1[cH:9][c:10]2[cH:11][cH:12][cH:13][n:14][c:15]2[c:16](-[c:18]2[cH:19][c:20]([C:21](=[O:22])[OH:23])[cH:25][cH:26][cH:27]2)[cH:17]1.